Dataset: the Open Reaction Database (ORD), a public repository of structured organic reaction records. Task: describe an organic reaction: reactants, conditions, products, and yield Product: Cc1ccc(C(=C(C=CC=O)c2nnnn2C)c2ccc(C)cc2F)c(F)c1. As a reaction SMILES: [F:1][c:2]1[c:3]([C:9](=[C:10]([CH:11]=[O:12])[c:13]2[n:14][n:15][n:16][n:17]2[CH3:18])[c:19]2[c:20]([F:26])[cH:21][c:22]([CH3:25])[cH:23][cH:24]2)[cH:4][cH:5][c:6]([CH3:8])[cH:7]1.[c:27]1([P:28]([c:29]2[cH:30][cH:31][cH:32][cH:33][cH:34]2)([c:35]2[cH:36][cH:37][cH:38][cH:39][cH:40]2)=[CH:46][CH:47]=[O:48])[cH:41][cH:42][cH:43][cH:44][cH:45]1.[cH:49]1[cH:50][cH:51][cH:52][cH:53][cH:54]1>>[F:1][c:2]1[c:3]([C:9](=[C:10]([CH:11]=[CH:46][CH:47]=[O:48])[c:13]2[n:14][n:15][n:16][n:17]2[CH3:18])[c:19]2[c:20]([F:26])[cH:21][c:22]([CH3:25])[cH:23][cH:24]2)[cH:4][cH:5][c:6]([CH3:8])[cH:7]1. Starting materials: Cc1ccc(C(=C(C=O)c2nnnn2C)c2ccc(C)cc2F)c(F)c1, O=CC=P(c1ccccc1)(c1ccccc1)c1ccccc1, c1ccccc1. Starting materials: NCCBr, Br, O=S(=O)(Cl)c1ccc(Cl)cc1, c1ccncc1. Product: O=S(=O)(NCCBr)c1ccc(Cl)cc1. Reaction SMILES: [Br:1][CH2:2][CH2:3][NH2:4].[BrH:5].[Cl:12][c:13]1[cH:14][cH:15][c:16]([S:19](=[O:20])(=[O:21])[Cl:22])[cH:17][cH:18]1.[cH:6]1[cH:7][cH:8][n:9][cH:10][cH:11]1>>[Br:1][CH2:2][CH2:3][NH:4][S:19]([c:16]1[cH:15][cH:14][c:13]([Cl:12])[cH:18][cH:17]1)(=[O:20])=[O:21]. Starting materials: ClCCCS(=O)(=O)NCC(CSCCCCCCCCCCCCCCCC)NC(=O)OC (3-(3-Chloropropylsulfonylamino)-1-hexadecylthio-2-methoxycarbonylaminopropane), C(CCCCCCCCCCCCCCC)SCC(CNS(=O)(=O)CCCI)OC (1-hexadecylthio-3-(3-iodopropylsulfonylamino)-2-methoxypropane). Yields the product C(CCCCCCCCCCCCCCC)SCC(CNS(=O)(=O)CCCI)NC(=O)OC (1-hexadecylthio-3-(3-iodopropylsulfonylamino)-2-methoxycarbonylaminopropane). Reaction SMILES: Cl[CH2:2][CH2:3][CH2:4][S:5]([NH:8][CH2:9][CH:10]([NH:29][C:30]([O:32][CH3:33])=[O:31])[CH2:11][S:12][CH2:13][CH2:14][CH2:15][CH2:16][CH2:17][CH2:18][CH2:19][CH2:20][CH2:21][CH2:22][CH2:23][CH2:24][CH2:25][CH2:26][CH2:27][CH3:28])(=[O:7])=[O:6].C(SCC(OC)CNS(CCC[I:61])(=O)=O)CCCCCCCCCCCCCCC>>[CH2:13]([S:12][CH2:11][CH:10]([NH:29][C:30]([O:32][CH3:33])=[O:31])[CH2:9][NH:8][S:5]([CH2:4][CH2:3][CH2:2][I:61])(=[O:7])=[O:6])[CH2:14][CH2:15][CH2:16][CH2:17][CH2:18][CH2:19][CH2:20][CH2:21][CH2:22][CH2:23][CH2:24][CH2:25][CH2:26][CH2:27][CH3:28]. Procedure details: 3-(3-Chloropropylsulfonylamino)-1-hexadecylthio-2-methoxycarbonylaminopropane IIIe3 is allowed to react and worked up by the same procedure as described in (5). m.p. 79°-81° C. The summary of the experimental condition and the physical data of the product are listed in Table 8. The reactants are C1=CC(=CC=C1C2=COC=3C=C(C=CC3C2=O)O)O (daidzein), C1=CC(=CC=C1C2=COC=3C=C(C=CC3C2=O)O)O (daidzein), C1=CC(=CC=C1C2=COC=3C=C(C=CC3C2=O)O)O (daidzein), ice, C([O-])(O)=O.[Na+] (sodium bicarbonate), C(C)(C)N(CC)C(C)C (diisopropylethylamine), ClCOC (chloromethylmethyl ether), MOM-daidzein. The solvent is ClCCl (dichloromethane), ClCCl (dichloromethane), O (water), CCOC(=O)C.CCCCCC (EtOAc hexane). Conditions: temperature 8 celsius. Yields the product O1C(C=CC2=CC=CC=C12)=O (chromen-one). Isolated yield 228.6%. Reaction SMILES: C1C([C:7]2[C:16](=O)[C:15]3[CH:14]=[CH:13][C:12](O)=[CH:11][C:10]=3[O:9][CH:8]=2)=CC=C(O)C=1.C(N(C(C)C)CC)(C)C.ClC[O:31]C.C(=O)(O)[O-].[Na+]>CCOC(C)=O.CCCCCC.ClCCl.O>[O:9]1[C:10]2[C:15](=[CH:14][CH:13]=[CH:12][CH:11]=2)[CH:16]=[CH:7][C:8]1=[O:31] |f:3.4,5.6|. Procedure: A total of 329 g (1.29 mol) of 97% daidzein (from LLC Laboratories) was mixed with 4.5 L of dichloromethane in a 12 L 4-neck round bottom flask equipped with a thermocouple, overhead stirrer, heating mantle, addition funnel and nitrogen line. The resulted white suspension was chilled to 8° C., and a total of 655.8 g (5.07 mol, 3.9 eq.) of diisopropylethylamine (DIEA) was added to the pot. After 20 min a total of 373 g (4.63 mol, 3.59 eq.) of chloromethylmethyl ether (MOM-Cl) was added to the mix... The reactants are CN(C)CC1=CC=C(O1)CSCCNC(=C[N+](=O)[O-])NC (N-[2-[[[5-(Dimethylamino)methyl-2-furanyl]methyl]thio]ethyl]-N'-methyl-2-nitro-1,1-ethenediamine), Cl (hydrogen chloride). The solvent is industrial methylated spirit, C(C)(=O)OCC (Ethyl acetate). Product: Cl.CN(C)CC1=CC=C(O1)CSCCNC(=C[N+](=O)[O-])NC (N-[2-[[[5-(Dimethylamino)methyl-2-furanyl]methyl]thio]ethyl]-N'-methyl-2-nitro-1,1-ethenediamine hydrochloride). As a reaction SMILES: [CH3:1][N:2]([CH2:4][C:5]1[O:9][C:8]([CH2:10][S:11][CH2:12][CH2:13][NH:14][C:15]([NH:20][CH3:21])=[CH:16][N+:17]([O-:19])=[O:18])=[CH:7][CH:6]=1)[CH3:3].[ClH:22]>C(OCC)(=O)C>[ClH:22].[CH3:3][N:2]([CH2:4][C:5]1[O:9][C:8]([CH2:10][S:11][CH2:12][CH2:13][NH:14][C:15]([NH:20][CH3:21])=[CH:16][N+:17]([O-:19])=[O:18])=[CH:7][CH:6]=1)[CH3:1] |f:3.4|. Procedure details: N-[2-[[[5-(Dimethylamino)methyl-2-furanyl]methyl]thio]ethyl]-N'-methyl-2-nitro-1,1-ethenediamine (50 g, 0.16 mole) was dissolved in industrial methylated spirit 74° o.p. (200 ml) containing 0.16 of an equivalent of hydrogen chloride. Ethyl acetate (200 ml) was added slowly to the solution. The hydrochloride crystallised and was filtered off, washed with a mixture of industrial methylated spirit 74° o.p. (50 ml) and ethyl acetate (50 ml) and was dried at 50°. The product (50 g) was obtained as an... Isolated yield 0.8%. RXN SMILES: [I:1][C:2]1[CH:10]=[C:6]([C:7](O)=[O:8])[C:5]([OH:11])=[CH:4][CH:3]=1.B.O1CCCC1.O.C(OCC)(=O)C>O1CCCC1>[OH:11][C:5]1[CH:4]=[CH:3][C:2]([I:1])=[CH:10][C:6]=1[CH2:7][OH:8] |f:1.2|. Reported procedure: To a solution of 5-iodosalicylic acid (1 g, 0.378 mol) in anhydrous tetrahydrofuran (4 ml) at 0° C. was added dropwise borane-tetrahydrofuran complex (1.0M solution in tetrahydrofuran, 11.4 ml). After fifteen minutes at room temperature, the mixture was heated at reflux for two hours. Water and ethyl acetate were added to the cooled solution, the organic phase separated and evaporated to give crude product. The residue was washed with pentane to afford 0.8 g (84.21%) of 2-hydroxy-5-iodo-benzyl a... Starting materials: IC1=CC=C(C(C(=O)O)=C1)O (5-iodosalicylic acid), B.O1CCCC1 (borane tetrahydrofuran), O (Water), C(C)(=O)OCC (ethyl acetate). Run in O1CCCC1 (tetrahydrofuran). Product: OC1=C(CO)C=C(C=C1)I (2-hydroxy-5-iodo-benzyl alcohol). Starting materials: O=C([O-])[O-], CC(C)(C)S, CC(C)=O, CCOC(=O)c1ccc([N+](=O)[O-])cc1Cl, [K+], [K+], O. Yields the product CCOC(=O)c1ccc(SC(C)(C)C)cc1Cl. As a reaction SMILES: [C:6](=[O:7])([O-:8])[O-:9].[CH3:1][C:2]([CH3:3])([CH3:4])[SH:5].[CH3:28][C:29](=[O:30])[CH3:31].[Cl:12][c:13]1[c:14]([C:15](=[O:16])[O:17][CH2:18][CH3:19])[cH:20][cH:21][c:22]([N+:24]([O-:25])=[O:26])[cH:23]1.[K+:10].[K+:11].[OH2:27]>>[CH3:1][C:2]([CH3:3])([CH3:4])[S:5][c:22]1[cH:21][cH:20][c:14]([C:15](=[O:16])[O:17][CH2:18][CH3:19])[c:13]([Cl:12])[cH:23]1. Reactants: COC1=CC2=C(CC(N(CC2)CCCCl)=O)C=C1OC (1-(7,8-dimethoxy-1,3,4,5-tetrahydro-2H-3-benzazepin-2-on-3-yl)-3-chloro-propane), CNCCC1=CC(=C(C=C1)C)C (N-methyl-N-[2-(3,4-dimethyl-phenyl)-ethyl]-amine). Yields the product Cl.Cl.COC1=CC2=C(CC(N(CC2)CCCN(CCC2=CC(=C(C=C2)C)C)C)=O)C=C1OC (1-[7,8-Dimethoxy-1,3,4,5-tetrahydro-2H-3-benzazepin-2-on-3-yl]-3-[N-methyl-N-(2-{3,4-dimethyl-phenyl}-ethyl)amino]-propane dihydrochloride). As a reaction SMILES: [CH3:1][O:2][C:3]1[C:18]([O:19][CH3:20])=[CH:17][C:6]2[CH2:7][C:8](=[O:16])[N:9]([CH2:12][CH2:13][CH2:14][Cl:15])[CH2:10][CH2:11][C:5]=2[CH:4]=1.[CH3:21][NH:22][CH2:23][CH2:24][C:25]1[CH:30]=[CH:29][C:28]([CH3:31])=[C:27]([CH3:32])[CH:26]=1>>[ClH:15].[ClH:15].[CH3:1][O:2][C:3]1[C:18]([O:19][CH3:20])=[CH:17][C:6]2[CH2:7][C:8](=[O:16])[N:9]([CH2:12][CH2:13][CH2:14][N:22]([CH3:21])[CH2:23][CH2:24][C:25]3[CH:30]=[CH:29][C:28]([CH3:31])=[C:27]([CH3:32])[CH:26]=3)[CH2:10][CH2:11][C:5]=2[CH:4]=1 |f:2.3.4|. Procedure: This compound was prepared analogous to Example 5(b) by reaction of 1-(7,8-dimethoxy-1,3,4,5-tetrahydro-2H-3-benzazepin-2-on-3-yl)-3-chloro-propane with N-methyl-N-[2-(3,4-dimethyl-phenyl)-ethyl]-amine. Reactants: Cl.BrC=1C=2N(N=C(C1C1=CC=CC=C1)Cl)C=CN2 (8-bromo-6-chloro-7-phenylimidazo[1,2-b]pyridazine HCl salt), CCOC=1C=CC(=CC1)N (p-Phenetidine), C(C)OC1=CC=C(N)C=C1 (4-ethoxyaniline), CC(C)(C)[O-].[K+] (KOtBu). Run at time 1 minute. The product is ClC=1C(=C(C=2N(N1)C=CN2)NC2=CC=C(C=C2)OCC)C2=CC=CC=C2 (6-chloro-N-(4-ethoxyphenyl)-7-phenylimidazo[1,2-b]pyridazin-8-amine). As a reaction SMILES: Cl.Br[C:3]1[C:4]2[N:5]([CH:16]=[CH:17][N:18]=2)[N:6]=[C:7]([Cl:15])[C:8]=1[C:9]1[CH:14]=[CH:13][CH:12]=[CH:11][CH:10]=1.[CH3:19][CH2:20][O:21][C:22]1[CH:23]=[CH:24][C:25]([NH2:28])=[CH:26][CH:27]=1.CC([O-])(C)C.[K+]>>[Cl:15][C:7]1[C:8]([C:9]2[CH:14]=[CH:13][CH:12]=[CH:11][CH:10]=2)=[C:3]([NH:28][C:25]2[CH:24]=[CH:23][C:22]([O:21][CH2:20][CH3:19])=[CH:27][CH:26]=2)[C:4]2[N:5]([CH:16]=[CH:17][N:18]=2)[N:6]=1 |f:0.1,3.4|. Procedure details: To a solution of 8-bromo-6-chloro-7-phenylimidazo[1,2-b]pyridazine HCl salt (0.0431 g, 0.125 mmol) from 1c and 4-ethoxyaniline (0.31 M in THF, 0.40 mL) under nitrogen at 0° C. was added KOtBu (1 N in THF, 0.32 mL, 0.32 mmol). After 1 min, the cold bath was removed, and the reaction mixture was stirred to room temperature for 1 h. After concentrating in vacuo, the residue was taken up in CH2Cl2 and water, and the layers were separated. The aqueous layer was extracted with CH2Cl2 (2×). The organic... Starting materials: C(C)(C)NC=1C=C(C=CC1C(=O)NS(=O)(=O)C)C1=CC=C(C=C1)CCNC(OC(C)(C)C)=O (tert-butyl [2-[3′-(isopropylamino)-4′-[[(methylsulfonyl)amino]carbonyl]-4-biphenylyl]ethyl]-carbamate), C(C)OC(C)=O.Cl (hydrogen chloride ethyl acetate). Solvent: C(C)(=O)OCC (ethyl acetate). Run at time 8 hour. The product is Cl.Cl.NCCC1=CC=C(C=C1)C1=CC(=C(C=C1)C(=O)NS(=O)(=O)C)NC(C)C (4′-(2-aminoethyl)-3-(isopropylamino)-N-(methylsulfonyl)-4-biphenylcarboxamide dihydrochloride). Reaction SMILES: [CH:1]([NH:4][C:5]1[CH:6]=[C:7]([C:18]2[CH:23]=[CH:22][C:21]([CH2:24][CH2:25][NH:26]C(=O)OC(C)(C)C)=[CH:20][CH:19]=2)[CH:8]=[CH:9][C:10]=1[C:11]([NH:13][S:14]([CH3:17])(=[O:16])=[O:15])=[O:12])([CH3:3])[CH3:2].C(OC(=O)C)C.[ClH:40]>C(OCC)(=O)C>[ClH:40].[ClH:40].[NH2:26][CH2:25][CH2:24][C:21]1[CH:22]=[CH:23][C:18]([C:7]2[CH:8]=[CH:9][C:10]([C:11]([NH:13][S:14]([CH3:17])(=[O:16])=[O:15])=[O:12])=[C:5]([NH:4][CH:1]([CH3:3])[CH3:2])[CH:6]=2)=[CH:19][CH:20]=1 |f:1.2,4.5.6|. Procedure details: To a solution of tert-butyl [2-[3′-(isopropylamino)-4′-[[(methylsulfonyl)amino]carbonyl]-4-biphenylyl]ethyl]-carbamate (411 mg) in ethyl acetate (2 ml) was added hydrogen chloride ethyl acetate solution (4N, 2 ml) and stirred at room temperature overnight. The reaction mixture was evaporated and the residue was pulverized with diisopropyl ether. The resulting solid was collected by filtration and dried to give 4′-(2-aminoethyl)-3-(isopropylamino)-N-(methylsulfonyl)-4-biphenylcarboxamide dihydroc...